This data is from the Open Reaction Database (ORD), a public repository of structured organic reaction records. The task is: describe an organic reaction: reactants, conditions, products, and yield Starting materials: FC=1C=C(C=CC1F)C1(CCC2(OCCO2)CC1)O (8-(3,4-difluorophenyl)-1,4-dioxaspiro[4.5]decan-8-ol). Solvent: CC(=O)C (acetone). Product: FC=1C=C(C=CC1F)C1(CCC(CC1)=O)O (4-(3,4-Difluorophenyl)-4-hydroxycyclohexanone). The yield is 62.0%. As a reaction SMILES: [F:1][C:2]1[CH:3]=[C:4]([C:9]2([OH:19])[CH2:18][CH2:17][C:12]3(OCC[O:13]3)[CH2:11][CH2:10]2)[CH:5]=[CH:6][C:7]=1[F:8]>CC(C)=O>[F:1][C:2]1[CH:3]=[C:4]([C:9]2([OH:19])[CH2:10][CH2:11][C:12](=[O:13])[CH2:17][CH2:18]2)[CH:5]=[CH:6][C:7]=1[F:8]. Reported procedure: A solution of 8-(3,4-difluorophenyl)-1,4-dioxaspiro[4.5]decan-8-ol (5.4 g, 20 mmole) in acetone-1N hydrochloric acid (1:1) was stirred for 4 hr. The acetone was removed in vacuo and the crude material crystallized from isopropyl ether to give the product (62%, mp: 84°-85 ° C.). The reactants are BrCc1ccccc1, CCC(C)=O, O=Cc1ccc(O)cc1O. The product is O=Cc1ccc(OCc2ccccc2)cc1O. RXN SMILES: [CH2:11]([c:12]1[cH:13][cH:14][cH:15][cH:16][cH:17]1)[Br:18].[CH3:19][C:20](=[O:21])[CH2:22][CH3:23].[CH:1](=[O:2])[c:3]1[cH:4][cH:5][c:6]([OH:7])[cH:8][c:9]1[OH:10]>>[CH:1](=[O:2])[c:3]1[cH:4][cH:5][c:6]([O:7][CH2:11][c:12]2[cH:13][cH:14][cH:15][cH:16][cH:17]2)[cH:8][c:9]1[OH:10]. The reactants are ( II ), Cl (HCl), CN(CCOC1=CC=C(C=C1)/C(=C(/CC)\C1=CC=CC=C1)/C1=CC(=CC=C1)O)C (E-1-[4'-(2-dimethylaminoethoxy)-phenyl]-1-(3 '-hydroxyphenyl)-2-phenyl-1-butene), ( I ). Yields the product CN(CCOC1=CC=C(C=C1)/C(=C(\CC)/C1=CC=CC=C1)/C1=CC(=CC=C1)O)C (Z-1-[4'-(2-dimethylaminoethoxy)-phenyl]-1-(3'-hydroxyphenyl) -2-phenyl-1-butene), Cl (hydrochloride). As a reaction SMILES: [CH3:1][N:2]([CH3:29])[CH2:3][CH2:4][O:5][C:6]1[CH:11]=[CH:10][C:9](/[C:12](/[C:22]2[CH:27]=[CH:26][CH:25]=[C:24]([OH:28])[CH:23]=2)=[C:13](\[C:16]2[CH:21]=[CH:20][CH:19]=[CH:18][CH:17]=2)/[CH2:14][CH3:15])=[CH:8][CH:7]=1.[ClH:30]>>[CH3:29][N:2]([CH3:1])[CH2:3][CH2:4][O:5][C:6]1[CH:7]=[CH:8][C:9](/[C:12](/[C:22]2[CH:27]=[CH:26][CH:25]=[C:24]([OH:28])[CH:23]=2)=[C:13](/[C:16]2[CH:17]=[CH:18][CH:19]=[CH:20][CH:21]=2)\[CH2:14][CH3:15])=[CH:10][CH:11]=1.[ClH:30]. Procedure: A method for the production of E-1-[4'-(2-dimethylaminoethoxy)-phenyl]-1-(3 '-hydroxyphenyl)-2-phenyl-1-butene of formula (I) ##STR9## which comprises the steps of a) heating the compound of formula (II) ##STR10## where R is an easily hydrolyzable protecting group at a temperature within the range of 70°-80° C. for a time within the range of 4-6 hours in the presence of an organic solvent and HCl gas and then cooling the reaction to a temperature within a range of -5° to 5° C. for a time within ... The reactants are C(C)(C)(C)OC([C@@H](NC([C@@H](NC(=O)OC(C)(C)C)CCC(C(NC(=O)OC(C)(C)C)C(=O)O)F)=O)C)=O (Nα,Nε -di-t-butoxycarbonyl-δ-fluoro-ε-carboxylysyl-L-alanine t-butyl ester), O (water). Solvent: Cl (HCl), CCOCC (ether), Cl (HCl). Run at time 4 day. The product is FC(CC[C@H](N)C(=O)N[C@@H](C)C(=O)O)C(N)C(=O)O (δ-Fluoro-ε-carboxylysyl-L-alanine). Reaction SMILES: C([O:5][C:6](=[O:37])[C@H:7]([CH3:36])[NH:8][C:9](=[O:35])[C@H:10]([CH2:19][CH2:20][CH:21]([F:34])[CH:22]([C:31]([OH:33])=[O:32])[NH:23]C(OC(C)(C)C)=O)[NH:11]C(OC(C)(C)C)=O)(C)(C)C.O>CCOCC.Cl>[F:34][CH:21]([CH:22]([C:31]([OH:33])=[O:32])[NH2:23])[CH2:20][CH2:19][C@@H:10]([C:9]([NH:8][C@H:7]([C:6]([OH:37])=[O:5])[CH3:36])=[O:35])[NH2:11]. Procedure: The Nα,Nε -di-t-butoxycarbonyl-δ-fluoro-ε-carboxylysyl-L-alanine t-butyl ester prepared above (511 mg) is dissolved in ether saturated with HCl gas, and the mixture is stirred at room temperature for 4 days. The precipitate is collected and dissolved in 1N HCl. Evaporation gives a white foam which is dried carefully and is dissolved in ethanol. Upon addition of excess propylene oxide, the title compound crystallizes with 0.75 mmoles of HCl and 0.75 mmoles of water. Reactants: CCOC(=O)C(F)C(C)P(=O)(OCC)C(OCC)OCC, CCO, [NH4+], [OH-]. Product: CCOC(OCC)P(=O)(OCC)C(C)C(F)C(N)=O. RXN SMILES: [CH2:1]([CH3:2])[O:3][CH:4]([P:5](=[O:6])([O:7][CH2:8][CH3:9])[CH:10]([CH:11]([C:12](=[O:13])[O:14][CH2:15][CH3:16])[F:17])[CH3:18])[O:19][CH2:20][CH3:21].[CH3:24][CH2:25][OH:26].[NH4+:22].[OH-:23]>>[CH2:1]([CH3:2])[O:3][CH:4]([P:5](=[O:6])([O:7][CH2:8][CH3:9])[CH:10]([CH:11]([C:12](=[O:13])[NH2:22])[F:17])[CH3:18])[O:19][CH2:20][CH3:21]. The reactants are ClC(=O)OC1=CC=CC=C1 (Phenyl chloroformate), C1(CCCC1)S(=O)(=O)CC1=NC(=NC(=C1)N1[C@H](COCC1)C)C1=CC=C(N)C=C1 (4-[4-(cyclopentylsulfonylmethyl)-6-[(3S)-3-methylmorpholin-4-yl]pyrimidin-2-yl]aniline), C(O)([O-])=O.[Na+] (sodium hydrogen carbonate). The solvent is O1CCOCC1 (dioxane), C(C)(=O)OCC (ethyl acetate). Run at time 2 hour. Yields the product C1(CCCC1)S(=O)(=O)CC1=NC(=NC(=C1)N1[C@H](COCC1)C)C1=CC=C(C=C1)NC(OC1=CC=CC=C1)=O (Phenyl N-[4-[4-(cyclopentylsulfonylmethyl)-6-[(3S)-3-methylmorpholin-4-yl]pyrimidin-2-yl]phenyl]carbamate). The yield is 97.1%. RXN SMILES: Cl[C:2]([O:4][C:5]1[CH:10]=[CH:9][CH:8]=[CH:7][CH:6]=1)=[O:3].[CH:11]1([S:16]([CH2:19][C:20]2[CH:25]=[C:24]([N:26]3[CH2:31][CH2:30][O:29][CH2:28][C@@H:27]3[CH3:32])[N:23]=[C:22]([C:33]3[CH:39]=[CH:38][C:36]([NH2:37])=[CH:35][CH:34]=3)[N:21]=2)(=[O:18])=[O:17])[CH2:15][CH2:14][CH2:13][CH2:12]1.C(=O)([O-])O.[Na+]>O1CCOCC1.C(OCC)(=O)C>[CH:11]1([S:16]([CH2:19][C:20]2[CH:25]=[C:24]([N:26]3[CH2:31][CH2:30][O:29][CH2:28][C@@H:27]3[CH3:32])[N:23]=[C:22]([C:33]3[CH:39]=[CH:38][C:36]([NH:37][C:2](=[O:3])[O:4][C:5]4[CH:10]=[CH:9][CH:8]=[CH:7][CH:6]=4)=[CH:35][CH:34]=3)[N:21]=2)(=[O:17])=[O:18])[CH2:12][CH2:13][CH2:14][CH2:15]1 |f:2.3|. Reported procedure: Phenyl chloroformate (0.759 mL, 6.05 mmol) was added to 4-[4-(cyclopentylsulfonylmethyl)-6-[(3S)-3-methylmorpholin-4-yl]pyrimidin-2-yl]aniline (1.68 g, 4.03 mmol) and sodium hydrogen carbonate (0.508 g, 6.05 mmol) in dioxane (20 mL) at 5° C. under nitrogen. The resulting mixture was stirred at RT for 2 hours. The reaction mixture was diluted with ethyl acetate (200 mL), and washed with water (125 mL). The organic layer was dried (MgSO4), filtered and evaporated to afford crude product which was ... The reactants are CC(CNC(C1=CC=CC=C1)=O)(C)C=1N=C(SC1C)C1=C2C(=NC=C1)NN=C2 (N-[2-methyl-2-[5-methyl-2-(1H-pyrazolo[3,4-b]pyridin-4-yl)thiazol-4-yl]propyl]benzamide), [OH-].[Na+] (NaOH). Run in CCO (EtOH). Reaction conditions: temperature 170 celsius. The product is CC(CN)(C)C=1N=C(SC1C)C1=C2C(=NC=C1)NN=C2 (2-methyl-2-(5-methyl-2-(1H-pyrazolo[3,4-b]pyridin-4-yl)thiazol-4-yl)propan-1-amine), solid. Isolated yield 47.0%. As a reaction SMILES: [CH3:1][C:2]([C:14]1[N:15]=[C:16]([C:20]2[CH:25]=[CH:24][N:23]=[C:22]3[NH:26][N:27]=[CH:28][C:21]=23)[S:17][C:18]=1[CH3:19])([CH3:13])[CH2:3][NH:4]C(=O)C1C=CC=CC=1.[OH-].[Na+]>CCO>[CH3:13][C:2]([C:14]1[N:15]=[C:16]([C:20]2[CH:25]=[CH:24][N:23]=[C:22]3[NH:26][N:27]=[CH:28][C:21]=23)[S:17][C:18]=1[CH3:19])([CH3:1])[CH2:3][NH2:4] |f:1.2|. Procedure details: N-[2-methyl-2-[5-methyl-2-(1H-pyrazolo[3,4-b]pyridin-4-yl)thiazol-4-yl]propyl]benzamide (55 mg, 0.1405 mmol) was dissolved in EtOH (1 mL) and treated with 5M NaOH (2.5 mL). The reaction was heated at 170° C. in the microwave for 500 minutes. The mixture was extracted with EtOAc followed by DCM and the combined organics were dried (MgSO4), filtered and concentrated in vacuo. The residue was purified by column chromatography (70:9:1, DCM/MeOH/NH4OH) to give the required product as a pale lemon sol...